From a dataset of the Open Reaction Database (ORD), a public repository of structured organic reaction records. describe an organic reaction: reactants, conditions, products, and yield The reactants are Cl (HCl), [Na+].C1(=CC=CC=C1)S(=O)[O-] (benzenesulfinic acid sodium salt). Yields the product C1(=CC=CC=C1)S(=O)O (benzenesulfinic acid). The yield is 77.0%. RXN SMILES: Cl.[Na+].[C:3]1([S:9]([O-:11])=[O:10])[CH:8]=[CH:7][CH:6]=[CH:5][CH:4]=1>>[C:3]1([S:9]([OH:11])=[O:10])[CH:8]=[CH:7][CH:6]=[CH:5][CH:4]=1 |f:1.2|. Procedure: 25% HCl was added dropwise to benzenesulfinic acid sodium salt (0.6 g), until the solid dissolved. This mixture was extracted with ethyl acetate (15 ml) dried (Na2SO4) and concentrated to give benzenesulfinic acid (0.4 g). To an ice-cooled mixture of benzenesulfinic acid (0.32 g, 2.23 mmol) and calcium chloride (0.25 g, 2.23 mmol) in dry CH2Cl2 a solution of (2RS, 6S)-6-(4-fluorophenoxymethyl)-2-hydroxy-tetrahydropyran (0.42 g, 1.86 mmol) in dry CH2Cl2 (5 ml) was added. The reaction mixture was ... Reaction conditions: time 12 hour. Reaction SMILES: [F:1][C:2]1[CH:3]=[C:4]([NH:8][C:9]2[CH:17]=[CH:16][C:12]([C:13]([OH:15])=[O:14])=[CH:11][C:10]=2[N+:18]([O-])=O)[CH:5]=[CH:6][CH:7]=1>C1COCC1.[Pd]>[NH2:18][C:10]1[CH:11]=[C:12]([CH:16]=[CH:17][C:9]=1[NH:8][C:4]1[CH:5]=[CH:6][CH:7]=[C:2]([F:1])[CH:3]=1)[C:13]([OH:15])=[O:14]. Procedure: A solution of 4-(3-fluorophenylamino)-3-nitrobenzoic acid (5.57 g, 20.1 mmol) in THF (100 mL) was charged with 10% Pd/C (500 mg) and the reaction flask evacuated and subsequently charged with H2(g) three times. The mixture was stirred vigorously for 12 h after which it was filtered through diatomaceous earth and the filtrate concentrated in vacuo to give 3-amino-4-(3-fluorophenylamino)benzoic acid as an off-white solid: 1H NMR (400 MHz, DMSO-d6) δ 7.63 (s, 1H), 7.34 (d, J=2.0 Hz, 1H), 7.19-7.13 ... Reactants: FC=1C=C(C=CC1)NC1=C(C=C(C(=O)O)C=C1)[N+](=O)[O-] (4-(3-fluorophenylamino)-3-nitrobenzoic acid). Product: NC=1C=C(C(=O)O)C=CC1NC1=CC(=CC=C1)F (3-amino-4-(3-fluorophenylamino)benzoic acid). The solvent is C1CCOC1 (THF). The reagents and catalysts are [Pd] (Pd/C).